Dataset: the Open Reaction Database (ORD), a public repository of structured organic reaction records. Task: describe an organic reaction: reactants, conditions, products, and yield Starting materials: NC1=C(C=C(C=C1Cl)C(O)CN(CCCCCCOC\C=C/C1=NC=CC=C1)CC1=CC=CC=C1)Cl ((Z)-4-amino-3,5-dichloro-α-[[(phenylmethyl)[6-[[3-(2-pyridinyl)-2-propenyl]oxy]hexyl]amino]methyl]benzenemethanol), Cl (hydrochloric acid). The reagents and catalysts are [Pd] (palladium on charcoal). The solvent is C(C)O (ethanol). The product is NC1=C(C=C(C=C1Cl)C(O)CNCCCCCCOCCCC1=NC=CC=C1)Cl (4-Amino-3,5-dichloro-α-[[[6-[3-(2-pyridinyl)propoxy]hexyl]amino]methyl]benzenemethanol). Isolated yield 59.1%. Reaction SMILES: [NH2:1][C:2]1[C:7]([Cl:8])=[CH:6][C:5]([CH:9]([CH2:11][N:12](CC2C=CC=CC=2)[CH2:13][CH2:14][CH2:15][CH2:16][CH2:17][CH2:18][O:19][CH2:20]/[CH:21]=[CH:22]\[C:23]2[CH:28]=[CH:27][CH:26]=[CH:25][N:24]=2)[OH:10])=[CH:4][C:3]=1[Cl:36].Cl>C(O)C.[Pd]>[NH2:1][C:2]1[C:7]([Cl:8])=[CH:6][C:5]([CH:9]([CH2:11][NH:12][CH2:13][CH2:14][CH2:15][CH2:16][CH2:17][CH2:18][O:19][CH2:20][CH2:21][CH2:22][C:23]2[CH:28]=[CH:27][CH:26]=[CH:25][N:24]=2)[OH:10])=[CH:4][C:3]=1[Cl:36]. Reported procedure: A solution of (Z)-4-amino-3,5-dichloro-α-[[(phenylmethyl)[6-[[3-(2-pyridinyl)-2-propenyl]oxy]hexyl]amino]methyl]benzenemethanol (0.65 g) in ethanol (15 ml) containing hydrochloric acid (2.7 mmol) was hydrogenated over 10% palladium on charcoal (0.15 g), filtered and evaporated. The residue was partitioned between aqueous sodium bicarbonate (1M; 30 ml) and ethyl acetate (150 ml) and the dried organic phase was evaporated to give a brown gum. The gum was purified by FCC eluting with System A (93:7...